From a dataset of the Open Reaction Database (ORD), a public repository of structured organic reaction records. describe an organic reaction: reactants, conditions, products, and yield Procedure details: To a solution of 2-bromo-1-(4-fluorophenyl)-2-(4-methylsulfonylphenyl)ethanone (Example 26, Step 2) (0.312, 0.841 mmol) in ethanol (10 mL) in a 25 mL round bottom flask was added N-(3,5-dichlorophenyl)thiourea (0.195 g, 0.882 mmol). The solution was heated to reflux (14 hours) and the reaction was cooled to room temperature. The resulting suspension was concentrated in vacuo, suspended in ethyl acetate (100 mL) and washed with sodium carbonate solution (10%, 3×20 mL), brine (1×20 mL), dried over... Solvent: C(C)(=O)OCC.C(Cl)Cl (ethyl acetate methylene chloride), C(C)O (ethanol). Yields the product FC1=CC=C(C=C1)C=1N=C(SC1C1=CC=C(C=C1)S(=O)(=O)C)NC1=CC(=CC(=C1)Cl)Cl (4-(4-fluorophenyl)-5-(4-methylsulfonylphenyl)-2-(3,5-dichlorophenylamino)thiazole). Reaction SMILES: Br[CH:2]([C:12]1[CH:17]=[CH:16][C:15]([S:18]([CH3:21])(=[O:20])=[O:19])=[CH:14][CH:13]=1)[C:3]([C:5]1[CH:10]=[CH:9][C:8]([F:11])=[CH:7][CH:6]=1)=O.[Cl:22][C:23]1[CH:24]=[C:25]([NH:30][C:31]([NH2:33])=[S:32])[CH:26]=[C:27]([Cl:29])[CH:28]=1.C(CC(C)(C)C)(C)C>C(O)C.C(OCC)(=O)C.C(Cl)Cl>[F:11][C:8]1[CH:9]=[CH:10][C:5]([C:3]2[N:33]=[C:31]([NH:30][C:25]3[CH:24]=[C:23]([Cl:22])[CH:28]=[C:27]([Cl:29])[CH:26]=3)[S:32][C:2]=2[C:12]2[CH:17]=[CH:16][C:15]([S:18]([CH3:21])(=[O:20])=[O:19])=[CH:14][CH:13]=2)=[CH:6][CH:7]=1 |f:4.5|. The yield is 62.9%. Starting materials: BrC(C(=O)C1=CC=C(C=C1)F)C1=CC=C(C=C1)S(=O)(=O)C (2-bromo-1-(4-fluorophenyl)-2-(4-methylsulfonylphenyl) ethanone), ClC=1C=C(C=C(C1)Cl)NC(=S)N (N-(3,5-dichlorophenyl)thiourea), C(C)(C)CC(C)(C)C (isooctane). Reactants: ClC1=C(C=O)C=CC=C1 (2-chlorobenzaldehyde), ClC1=NC(=NC(=C1)Cl)SC (4,6-dichloro-2-(methylthio)pyrimidine), [Li+].CC(C)[N-]C(C)C (LDA). The solvent is C1CCOC1 (THF), C1CCOC1 (THF). Run at temperature -78 celsius, time 20 minute. Yields the product ClC1=C(C=CC=C1)C(O)C=1C(=NC(=NC1Cl)SC)Cl ((2-chlorophenyl)-(4,6-dichloro-2-methylsulfanylpyrimidin-5-yl)-methanol). Reaction SMILES: [Cl:1][C:2]1[CH:7]=[C:6]([Cl:8])[N:5]=[C:4]([S:9][CH3:10])[N:3]=1.[Li+].CC([N-]C(C)C)C.[Cl:19][C:20]1[CH:27]=[CH:26][CH:25]=[CH:24][C:21]=1[CH:22]=[O:23]>C1COCC1>[Cl:19][C:20]1[CH:27]=[CH:26][CH:25]=[CH:24][C:21]=1[CH:22]([C:7]1[C:2]([Cl:1])=[N:3][C:4]([S:9][CH3:10])=[N:5][C:6]=1[Cl:8])[OH:23] |f:1.2|. Procedure: To a solution of 4,6-dichloro-2-(methylthio)pyrimidine (Aldrich) (5.0 g, 25.64 mmol) in dry THF (130 mL) at −78° C. under nitrogen was slowly added a solution of 2.0 M LDA (23.0 mL, 1.8 eq) in THF via a syringe. The resulting mixture was stirred at −78° C. for an additional 20 minutes, after which 2-chlorobenzaldehyde (Aldrich) (7.2 mL, 2 eq) was added dropwise via a syringe. The reaction mixture was stirred for an additional 30 minutes at −78° C. and then quenched with saturated ammonium chlori... Starting materials: CO, COC(=O)c1cc(-c2ccoc2)c(C(F)(F)F)cc1NC(C)=O, O=S(=O)(O)O. Yields the product COC(=O)c1cc(-c2ccoc2)c(C(F)(F)F)cc1N. RXN SMILES: [CH3:29][OH:30].[CH3:6][O:7][C:8]([c:9]1[c:10]([NH:24][C:25](=[O:26])[CH3:27])[cH:11][c:12]([C:20]([F:21])([F:22])[F:23])[c:13](-[c:15]2[cH:16][o:17][cH:18][cH:19]2)[cH:14]1)=[O:28].[S:1](=[O:2])(=[O:3])([OH:4])[OH:5]>>[CH3:6][O:7][C:8]([c:9]1[c:10]([NH2:24])[cH:11][c:12]([C:20]([F:21])([F:22])[F:23])[c:13](-[c:15]2[cH:16][o:17][cH:18][cH:19]2)[cH:14]1)=[O:28]. Reactants: C(C)O, C1([C@]2(C(C[C@@H]1CC2)=O)CS(O)(=O)=O)(C)C, c12c(cccc1)cncc2. The reagents and catalysts are c1ccc(cc1)-c2c3ccccc3cc4ccccc24 (9-Phenylanthracene), CCOC(=O)C(C)S   (Et2MercapCOOEt), (Ir[dF(5CF3)ppy]2(dtbpy))PF6. The solvent is CS(=O)C (DMSO). Run at temperature 25 celsius, time 18 hour. Yields the product CCc1nccc2ccccc12. Reaction SMILES: CC([C@]1(CS(O)(=O)=O)CC2)([C@@H]2CC1=O)C.[CH3:1][CH2:2]O.[cH:3]1[cH:12][c:11]([c:6]2[cH:5][cH:4]1)[cH:10][cH:9][n:8][cH:7]2>>[CH3:1][CH2:2][c:7]1[c:6]([c:11]2[cH:10][cH:9][n:8]1)[cH:5][cH:4][cH:3][cH:12]2.